Task: describe an organic reaction: reactants, conditions, products, and yield. Dataset: the Open Reaction Database (ORD), a public repository of structured organic reaction records Reactants: CCOCC (ether), ClC1=C(OC=2C=C(C=CC2)CC(=O)O)C=CC(=C1)C(F)(F)F (3-(2'-chloro-4'-trifluoromethylphenoxy) phenylacetic acid), CC(C(=O)[O-])O (methylglycolate), C1(=CC=C(C=C1)S(=O)(=O)O)C (p-toluenesulfonic acid). Run in C1=CC=CC=C1 (benzene). Yields the product ClC1=C(OC=2C=C(C=CC2)CC(=O)OCC(=O)OC)C=CC(=C1)C(F)(F)F (methoxycarbonylmethyl 3-(2'-chloro-4'-trifluoromethylphenoxy)phenylacetate). Yield: 726.9%. As a reaction SMILES: [Cl:1][C:2]1[CH:18]=[C:17]([C:19]([F:22])([F:21])[F:20])[CH:16]=[CH:15][C:3]=1[O:4][C:5]1[CH:6]=[C:7]([CH2:11][C:12]([OH:14])=[O:13])[CH:8]=[CH:9][CH:10]=1.C[CH:24](O)[C:25]([O-:27])=[O:26].[C:29]1(C)C=CC(S(O)(=O)=O)=CC=1.CCOCC>C1C=CC=CC=1>[Cl:1][C:2]1[CH:18]=[C:17]([C:19]([F:21])([F:20])[F:22])[CH:16]=[CH:15][C:3]=1[O:4][C:5]1[CH:6]=[C:7]([CH2:11][C:12]([O:14][CH2:24][C:25]([O:27][CH3:29])=[O:26])=[O:13])[CH:8]=[CH:9][CH:10]=1. Procedure details: 3.3 g of 3-(2'-chloro-4'-trifluoromethylphenoxy) phenylacetic acid and 1 g of methylglycolate were dissolved in 50 ml of benzene. Then, 0.2 g of p-toluenesulfonic acid was added to the resulting solution, followed by heating under reflux for 3 hours. After completion of the reaction, 50 ml of ether was added. The resulting reaction mixture was washed with water according to the customary method and dehydrated with anhydrous sodium sulfate, and the solvent was distillend off under reduced pressur...